This data is from the Open Reaction Database (ORD), a public repository of structured organic reaction records. The task is: describe an organic reaction: reactants, conditions, products, and yield The reactants are ClC(C(CC(C(C)(C)C)=O)=O)(F)F (1-chloro-1,1-difluoro-5,5-dimethyl-2,4-hexanedione), C(OCC)([O-])[O-] (ethyl orthoformate). The solvent is C(C)(=O)OC(C)=O (acetic anhydride). Product: ClC(C(C(C(C(C)(C)C)=O)=COCC)=O)(F)F (1-Chloro-1,1-difluoro-5,5-dimethyl-3-ethoxymethylene-2,4-hexanedione). Yield: 43.4%. As a reaction SMILES: [Cl:1][C:2]([F:13])([F:12])[C:3](=[O:11])[CH2:4][C:5](=[O:10])[C:6]([CH3:9])([CH3:8])[CH3:7].[CH:14]([O-])([O-])[O:15][CH2:16][CH3:17]>C(OC(=O)C)(=O)C>[Cl:1][C:2]([F:12])([F:13])[C:3](=[O:11])[C:4](=[CH:14][O:15][CH2:16][CH3:17])[C:5](=[O:10])[C:6]([CH3:9])([CH3:7])[CH3:8]. Procedure: 12.4 g of 1-chloro-1,1-difluoro-5,5-dimethyl-2,4-hexanedione and 12.4 g of ethyl orthoformate were added to 50 ml of acetic anhydride, and the mixture was refluxed under heating for 2 hours. After the solvent was distilled off under reduced pressure, the residue was subjected to vacuum distillation to obtain 6.8 g of the desired product. (b.p. 105°-107° C./2 mmHg) Yields the product CN(C(=O)c1ccc2nccnc2c1)c1ccc(F)cc1. Reaction conditions: temperature 25 celsius, time 2 hour. Reaction SMILES: CNc1ccc(F)cc1.O=C(O)c1ccc2nccnc2c1.C1CCC(CC1)N=C=NC2CCCCC2.C1=CC2=C(N=C1)N(N=N2)O.CN(C)C=O>>CN(C(=O)c1ccc2nccnc2c1)c1ccc(F)cc1. Yield: 72.4%. Run in CN(C)C=O (DMF), CN(C)C=O (DMF), CN(C)C=O (DMF), CN(C)C=O (DMF), CN(C)C=O (DMF), CN(C)C=O (DMF). Reagents/catalysts: C1CCC(CC1)N=C=NC2CCCCC2 (DCC), C1=CC2=C(N=C1)N(N=N2)O (HOAt). The reactants are O=C(O)c1ccc2nccnc2c1, CNc1ccc(F)cc1. Starting materials: Brc1cccnc1, Cc1ccc(N)c(C(=O)Nc2nc(C(F)(F)F)cs2)n1, [Pd]. Yields the product Cc1ccc(Nc2cccnc2)c(C(=O)Nc2nc(C(F)(F)F)cs2)n1. As a reaction SMILES: [Br:21][c:22]1[cH:23][n:24][cH:25][cH:26][cH:27]1.[F:1][C:2]([c:3]1[n:4][c:5]([NH:8][C:9](=[O:10])[c:11]2[n:12][c:13]([CH3:18])[cH:14][cH:15][c:16]2[NH2:17])[s:6][cH:7]1)([F:19])[F:20].[Pd:28]>>[F:1][C:2]([c:3]1[n:4][c:5]([NH:8][C:9](=[O:10])[c:11]2[n:12][c:13]([CH3:18])[cH:14][cH:15][c:16]2[NH:17][c:22]2[cH:23][n:24][cH:25][cH:26][cH:27]2)[s:6][cH:7]1)([F:19])[F:20]. The reactants are FC(C(=O)NC=1C=C(C2=C(C=CO2)C1)C)(F)F (2,2,2trifluoro-N-(7-methyl-benzofuran-5-yl)-acetamide), C([O-])([O-])=O.[K+].[K+] (potassium carbonate). Solvent: CO (methanol), O (water). Yields the product NC=1C=C(C2=C(C=CO2)C1)C (5-Amino-7-methyl-benzofuran). The yield is 99.7%. As a reaction SMILES: FC(F)(F)C([NH:5][C:6]1[CH:7]=[C:8]([CH3:15])[C:9]2[O:13][CH:12]=[CH:11][C:10]=2[CH:14]=1)=O.C(=O)([O-])[O-].[K+].[K+]>CO.O>[NH2:5][C:6]1[CH:7]=[C:8]([CH3:15])[C:9]2[O:13][CH:12]=[CH:11][C:10]=2[CH:14]=1 |f:1.2.3|. Reported procedure: A mixture of 2,2,2trifluoro-N-(7-methyl-benzofuran-5-yl)-acetamide (580 mg) and potassium carbonate (1.64 g) in methanol (25 ml) and water (2.5 ml) was heated at reflux for 2.5 hours. The residue was extracted with dichloromethane (3×25 ml) and the combined, dried (MgSO4) organic phase was evaporated in vacuo to give the title compound as a colourless oil (350 mg). Starting materials: O=C([O-])[O-], Clc1ccc(-c2cc[nH]n2)cc1Cl, ClCC1CO1, [Cs+], [Cs+], CN(C)C=O. The product is Clc1ccc(-c2ccn(CC3CO3)n2)cc1Cl. As a reaction SMILES: [C:14](=[O:15])([O-:16])[O-:17].[Cl:1][c:2]1[cH:3][c:4](-[c:9]2[n:10][nH:11][cH:12][cH:13]2)[cH:5][cH:6][c:7]1[Cl:8].[Cl:20][CH2:21][CH:22]1[CH2:23][O:24]1.[Cs+:18].[Cs+:19].[O:25]=[CH:26][N:27]([CH3:28])[CH3:29]>>[Cl:1][c:2]1[cH:3][c:4](-[c:9]2[n:10][n:11]([CH2:21][CH:22]3[CH2:23][O:24]3)[cH:12][cH:13]2)[cH:5][cH:6][c:7]1[Cl:8]. Starting materials: NO (NH2OH), OS(=O)(=O)O (H2SO4), ice-salt, EtOAc hexanes, [NH4+].[OH-] (NH4OH), CC1=CC(=NC(=C1)C)N[N+](=O)[O-] (4,6-dimethyl-2-nitroaminopyridine), ice. Reaction conditions: temperature 0 celsius. Product: NC1=NC(=CC(=C1[N+](=O)[O-])C)C (2-amino-3-nitro-4,6-dimethylpyridine). RXN SMILES: OS(O)(=O)=O.[CH3:6][C:7]1[CH:12]=[C:11]([CH3:13])[N:10]=[C:9]([NH:14][N+]([O-])=O)[CH:8]=1.[NH4+:18].[OH-:19].N[OH:21]>>[NH2:14][C:9]1[C:8]([N+:18]([O-:21])=[O:19])=[C:7]([CH3:6])[CH:12]=[C:11]([CH3:13])[N:10]=1 |f:2.3|. Reported procedure: To 75 mL of stirred conc H2SO4 cooled to -5° C. (ice-salt bath) was added 4,6-dimethyl-2-nitroaminopyridine (13.2 g, 79 mmol) portion-wise at such a rate as to maintain the internal temperature below -3° C. The mixture was warmed to 0° C. until homogeneous (30 minutes) at which time tlc (SiO2, 1:1 EtOAc/hexanes on a NH4OH neutralized aliquot) indicated that the rearrangement was complete. The mixture was poured onto 400 g of crushed ice and the pH was adjusted to 5.5 by the addition of conc NH2O...